This data is from the Open Reaction Database (ORD), a public repository of structured organic reaction records. The task is: describe an organic reaction: reactants, conditions, products, and yield Reactants: C(CCCCCCCCCCC)N (n-dodecyl-amine), N1=CC=CC=C1 (pyridine), Cl (hydrochloric acid), N1=CC=CC=C1 (pyridine), C1(\C=C/C(=O)O1)=O (maleic anhydride). Run in ClCCl (dichloro-methane), ClCCl (dichloromethane). Conditions: temperature 25 celsius. The product is C(CCCCCCCCCCC)NC(\C=C/C(=O)O)=O (N-dodecylmaleamic acid). Yield: 96.5%. RXN SMILES: N1C=CC=CC=1.[C:7]1(=[O:13])[O:12][C:10](=[O:11])[CH:9]=[CH:8]1.[CH2:14]([NH2:26])[CH2:15][CH2:16][CH2:17][CH2:18][CH2:19][CH2:20][CH2:21][CH2:22][CH2:23][CH2:24][CH3:25].Cl>ClCCl>[CH2:14]([NH:26][C:7](=[O:13])/[CH:8]=[CH:9]\[C:10]([OH:12])=[O:11])[CH2:15][CH2:16][CH2:17][CH2:18][CH2:19][CH2:20][CH2:21][CH2:22][CH2:23][CH2:24][CH3:25]. Procedure: 30 g of pyridine are added to a solution of 83 g of maleic anhydride in 700 ml of dichloromethane at room temperature. A solution of 122 g of n-dodecyl-amine and 70 g of pyridine in 800 ml of dichloro-methane is then added dropwise in 15 min, during which the temperature rises to 39° C. The mixture is then refluxed for 30 min, cooled to 25° C. and 210 ml of 32% by weight aqueous hydrochloric acid are cautiously added. The aqueous phase is separated off at 35° C., and the organic phase is washed ... The reactants are O=C=O, [H-], [H][H], c1ccc(Nc2ccccc2)cc1, [Na+], C1CCOC1. Product: O=C([O-])N(c1ccccc1)c1ccccc1, [Na+]. As a reaction SMILES: [C:18](=[O:19])=[O:20].[H-:14].[H:16][H:17].[NH:1]([c:2]1[cH:3][cH:4][cH:5][cH:6][cH:7]1)[c:8]1[cH:9][cH:10][cH:11][cH:12][cH:13]1.[Na+:15].[O:21]1[CH2:22][CH2:23][CH2:24][CH2:25]1>>[N:1]([c:2]1[cH:3][cH:4][cH:5][cH:6][cH:7]1)([c:8]1[cH:9][cH:10][cH:11][cH:12][cH:13]1)[C:18](=[O:19])[O-:20].[Na+:15]. The reactants are O (water), [H-].[Na+] (Sodium hydride), N1N=CC=C1 (pyrazole), C(C)(C)(C)OC(=O)N(CC1=C(C=CC(=C1)[N+](=O)[O-])F)C(=O)OC(C)(C)C (N-(2-fluoro-5-nitrophenylmethyl)iminodicarboxylic acid di-tert-butyl ester). The solvent is CS(=O)C (dimethyl sulfoxide), CS(=O)C (dimethyl sulfoxide). Reaction conditions: time 1 hour. Product: C(C)(C)(C)OC(=O)N(CC1=C(C=CC(=C1)[N+](=O)[O-])N1N=CC=C1)C(=O)OC(C)(C)C (N-(5-nitro-2-(pyrazol-1-yl)phenylmethyl)iminodicarboxylic acid di-tert-butyl ester). Isolated yield 73.0%. RXN SMILES: [H-].[Na+].[NH:3]1[CH:7]=[CH:6][CH:5]=[N:4]1.[C:8]([O:12][C:13]([N:15]([C:27]([O:29][C:30]([CH3:33])([CH3:32])[CH3:31])=[O:28])[CH2:16][C:17]1[CH:22]=[C:21]([N+:23]([O-:25])=[O:24])[CH:20]=[CH:19][C:18]=1F)=[O:14])([CH3:11])([CH3:10])[CH3:9].O>CS(C)=O>[C:8]([O:12][C:13]([N:15]([C:27]([O:29][C:30]([CH3:33])([CH3:32])[CH3:31])=[O:28])[CH2:16][C:17]1[CH:22]=[C:21]([N+:23]([O-:25])=[O:24])[CH:20]=[CH:19][C:18]=1[N:3]1[CH:7]=[CH:6][CH:5]=[N:4]1)=[O:14])([CH3:11])([CH3:10])[CH3:9] |f:0.1|. Procedure: Sodium hydride (0.54 g) was added to a mixture of pyrazole (1.0 g) and dimethyl sulfoxide (50 ml) under cooling with ice. The reaction mixture was stirred for 1 hour under cooling with ice and then a solution of N-(2-fluoro-5-nitrophenylmethyl)iminodicarboxylic acid di-tert-butyl ester (5.0 g) in dimethyl sulfoxide (50 ml) was added. The reaction mixture was stirred at room temperature for 15 hours and then water was added and extraction with ethyl acetate was conducted. The organic layer was wa... The reactants are COC(C(C)(C)NC(=O)C1=C(C=2CCCCC2C=C1)O)=O (2-[(1-hydroxy-5,6,7,8-tetrahydro-naphthalene-2-carbonyl)-amino]-2-methyl-propionic acid methyl ester), COC(C(C)(C)NC(=O)C=1C=CC2=C(SC=C2)C1O)=O (2-[(7-Hydroxy-benzo[b]thiophene-6-carbonyl)-amino]-2-methyl-propionic acid methyl ester), amino acid ester, amino acid. Yields the product CC(C(=O)O)(C)NC(=O)C1=C(C=2CCCCC2C=C1)OCCC1=CC=CC=C1 (2-Methyl-2-[(1-phenethyloxy-5,6,7,8-tetrahydro-naphthalene-2-carbonyl)-amino]-propionic acid). Reaction SMILES: C[O:2][C:3](=[O:21])[C:4]([NH:7][C:8]([C:10]1[CH:19]=[CH:18][C:17]2[CH2:16][CH2:15][CH2:14][CH2:13][C:12]=2[C:11]=1[OH:20])=[O:9])([CH3:6])[CH3:5].COC(=O)C(NC([C:31]1[CH:32]=[CH:33][C:34]2[CH:38]=[CH:37]S[C:35]=2[C:39]=1O)=O)(C)C>>[CH3:6][C:4]([NH:7][C:8]([C:10]1[CH:19]=[CH:18][C:17]2[CH2:16][CH2:15][CH2:14][CH2:13][C:12]=2[C:11]=1[O:20][CH2:37][CH2:38][C:34]1[CH:35]=[CH:39][CH:31]=[CH:32][CH:33]=1)=[O:9])([CH3:5])[C:3]([OH:2])=[O:21]. Reported procedure: The following examples were prepared in analogy to example 1 via a sequence of an alkylation reaction to attach a suitably substituted alkylating agent to the aromatic hydroxy group of 2-[(1-hydroxy-5,6,7,8-tetrahydro-naphthalene-2-carbonyl)-amino]-2-methyl-propionic acid methyl ester or 2-[(7-Hydroxy-benzo[b]thiophene-6-carbonyl)-amino]-2-methyl-propionic acid methyl ester and a basic hydrolysis of the amino acid ester to the free amino acid: Starting materials: BrN1C(CCC1=O)=O (N-bromosuccinimide), C1CN2CCCC3=CC=CC1=C23 (1,2,5,6-tetrahydro-4H-pyrrolo[3,2,1-ij]quinoline), S(=O)([O-])[O-].[Na+].[Na+] (sodium sulfite). Run in CN(C=O)C (N,N-dimethylformamide), O (water), C(C)(=O)OCC (ethyl acetate), CN(C=O)C (N,N-dimethylformamide). Run at time 15 minute. Product: BrC=1C=C2CCCN3C2=C(C1)CC3 (8-bromo-1,2,5,6-tetrahydro-4H-pyrrolo[3,2,1-ij]quinoline). Isolated yield 86.7%. RXN SMILES: [CH2:1]1[C:11]2=[C:12]3[C:7](=[CH:8][CH:9]=[CH:10]2)[CH2:6][CH2:5][CH2:4][N:3]3[CH2:2]1.[Br:13]N1C(=O)CCC1=O.S([O-])([O-])=O.[Na+].[Na+]>CN(C)C=O.O.C(OCC)(=O)C>[Br:13][C:9]1[CH:8]=[C:7]2[C:12]3=[C:11]([CH2:1][CH2:2][N:3]3[CH2:4][CH2:5][CH2:6]2)[CH:10]=1 |f:2.3.4|. Reported procedure: A solution of 1,2,5,6-tetrahydro-4H-pyrrolo[3,2,1-ij]quinoline (4.0 g, 25.2 mmol) in N,N-dimethylformamide (160 ml) cooled to −30° C. was treated with a solution of N-bromosuccinimide (4.5 g, 25.3 mmol) in N,N-dimethylformamide (30 ml) dropwise over 5 minutes. The mixture was stirred for a further 15 minutes then treated with 10% aqueous sodium sulfite (100 ml) then diluted with water (500 ml) and ethyl acetate (300 ml). The aqueous layer was removed and the organic layer was washed with saturat... Procedure details: 71 mg (66%) of target compound was obtained by using a method same as in Example 1 by using 3-(1-tert-butyl-5-p-tolyl-1H-pyrazol-3-yl)propanal (60 mg, 0.222 mmol), 2-methyl-1-m-tolylpiperazine (42 mg, 0.222 mmol), DIPEA (0.06 mL, 0.333 mmol) and NaBH(OAc)3 (141 mg, 0.666 mmol). As a reaction SMILES: [C:1]([N:5]1[C:9]([C:10]2[CH:15]=[CH:14][C:13]([CH3:16])=[CH:12][CH:11]=2)=[CH:8][C:7]([CH2:17][CH2:18][CH:19]=O)=[N:6]1)([CH3:4])([CH3:3])[CH3:2].[CH3:21][CH:22]1[CH2:27][NH:26][CH2:25][CH2:24][N:23]1[C:28]1[CH:29]=[C:30]([CH3:34])[CH:31]=[CH:32][CH:33]=1.CCN(C(C)C)C(C)C.[BH-](OC(C)=O)(OC(C)=O)OC(C)=O.[Na+]>>[C:1]([N:5]1[C:9]([C:10]2[CH:15]=[CH:14][C:13]([CH3:16])=[CH:12][CH:11]=2)=[CH:8][C:7]([CH2:17][CH2:18][CH2:19][N:26]2[CH2:25][CH2:24][N:23]([C:28]3[CH:29]=[C:30]([CH3:34])[CH:31]=[CH:32][CH:33]=3)[CH:22]([CH3:21])[CH2:27]2)=[N:6]1)([CH3:4])([CH3:3])[CH3:2] |f:3.4|. Starting materials: C(C)(C)(C)N1N=C(C=C1C1=CC=C(C=C1)C)CCC=O (3-(1-tert-butyl-5-p-tolyl-1H-pyrazol-3-yl)propanal), [BH-](OC(=O)C)(OC(=O)C)OC(=O)C.[Na+] (NaBH(OAc)3), CC1N(CCNC1)C=1C=C(C=CC1)C (2-methyl-1-m-tolylpiperazine), CCN(C(C)C)C(C)C (DIPEA). Yields the product C(C)(C)(C)N1N=C(C=C1C1=CC=C(C=C1)C)CCCN1CC(N(CC1)C=1C=C(C=CC1)C)C (4-(3-(1-tert-butyl-5-p-tolyl-1H-pyrazol-3-yl)propyl)-2-methyl-1-m-tolylpiperazine).